This data is from the Open Reaction Database (ORD), a public repository of structured organic reaction records. The task is: describe an organic reaction: reactants, conditions, products, and yield Starting materials: [Cl-].[Na+] (sodium chloride), COC(C)(C)O[C@H](CC(=O)OC)CCCCCCCCCCC (methyl (S)-3-(2-methoxyprop-2-oxy)tetradecanoate), [H-].C(C(C)C)[Al+]CC(C)C (Diisobutylaluminium hydride). Solvent: C1(=CC=CC=C1)C (toluene), C1(=CC=CC=C1)C (toluene), CO (methanol). Conditions: time 30 minute. Product: COC(C)(C)O[C@H](CC=O)CCCCCCCCCCC ((S)-3-(2-methoxyprop-2-oxy)tetradecanal). RXN SMILES: [H-].C([Al+]CC(C)C)C(C)C.[CH3:11][O:12][C:13]([O:16][C@@H:17]([CH2:23][CH2:24][CH2:25][CH2:26][CH2:27][CH2:28][CH2:29][CH2:30][CH2:31][CH2:32][CH3:33])[CH2:18][C:19](OC)=[O:20])([CH3:15])[CH3:14].[Cl-].[Na+]>C1(C)C=CC=CC=1.CO>[CH3:11][O:12][C:13]([O:16][C@@H:17]([CH2:23][CH2:24][CH2:25][CH2:26][CH2:27][CH2:28][CH2:29][CH2:30][CH2:31][CH2:32][CH3:33])[CH2:18][CH:19]=[O:20])([CH3:15])[CH3:14] |f:0.1,3.4|. Reported procedure: Diisobutylaluminium hydride (10.7 mL, 60 mmol) dissolved in toluene (30 mL) was precooled to -80° C. and added during 1 h at a temperature of -80° C. to a solution of the crude methyl (S)-3-(2-methoxyprop-2-oxy)tetradecanoate (IX, 13.20 g, 40 mmol) in toluene (100 mL), obtained according to the foregoing described procedure. After complete addition the mixture was stirred for an additional 30 min, diluted with methanol (10 mL), and allowed to warm up to room temperature. A saturated aqueous solu... The reactants are O=C([O-])O, CC#N, [Na+], [Na+], [Na+], CCCc1c(Cc2ccc(-c3ccccc3-c3noc(=O)[nH]3)cc2)c(=O)n(C2CCC(OC3CCCC3O)CC2)c2ncnn12, O=S([O-])([O-])=S. Product: CCCc1c(Cc2ccc(-c3ccccc3-c3noc(=O)[nH]3)cc2)c(=O)n(C2CCC(OC3CCCC3=O)CC2)c2ncnn12. Reaction SMILES: [C:46](=[O:47])([O-:48])[OH:49].[CH3:58][C:59]#[N:60].[Na+:50].[Na+:56].[Na+:57].[OH:1][CH:2]1[CH:3]([O:7][CH:8]2[CH2:9][CH2:10][CH:11]([n:14]3[c:15]4[n:16]([c:17]([CH2:40][CH2:41][CH3:42])[c:18]([CH2:21][c:22]5[cH:23][cH:24][c:25](-[c:28]6[c:29](-[c:34]7[n:35][o:36][c:37](=[O:39])[nH:38]7)[cH:30][cH:31][cH:32][cH:33]6)[cH:26][cH:27]5)[c:19]3=[O:20])[n:43][cH:44][n:45]4)[CH2:12][CH2:13]2)[CH2:4][CH2:5][CH2:6]1.[S:51]([O-:52])([O-:53])(=[O:54])=[S:55]>>[O:1]=[C:2]1[CH:3]([O:7][CH:8]2[CH2:9][CH2:10][CH:11]([n:14]3[c:15]4[n:16]([c:17]([CH2:40][CH2:41][CH3:42])[c:18]([CH2:21][c:22]5[cH:23][cH:24][c:25](-[c:28]6[c:29](-[c:34]7[n:35][o:36][c:37](=[O:39])[nH:38]7)[cH:30][cH:31][cH:32][cH:33]6)[cH:26][cH:27]5)[c:19]3=[O:20])[n:43][cH:44][n:45]4)[CH2:12][CH2:13]2)[CH2:4][CH2:5][CH2:6]1. Reactants: C1(CC1)CN(C1=CC2=C(NC(CC(=N2)C2=CC(=CC=C2)N2N=NC=C2CO)=O)C=C1C(F)(F)F)C (7-(cyclopropylmethyl-methyl-amino)-4-[3-(5-hydroxymethyl-[1,2,3]triazol-1-yl)-phenyl]-8-trifluoromethyl-1,3-dihydro-benzo[b][1,4]diazepin-2-one), O=S(Cl)Cl (SOCl2), C1(CC1)N (cyclopropyl amine). Yields the product C1(CC1)NCC1=CN=NN1C=1C=C(C=CC1)C1=NC2=C(NC(C1)=O)C=C(C(=C2)N(C)CC2CC2)C(F)(F)F (4-[3-(5-Cyclopropylaminomethyl-[1,2,3]triazol-1-yl)-phenyl]-7-(cyclopropylmethyl-methyl-amino)-8-trifluoromethyl-1,3-dihydro-benzo[b][1,4]diazepin-2-one), solid. As a reaction SMILES: [CH:1]1([CH2:4][N:5]([CH3:35])[C:6]2[C:30]([C:31]([F:34])([F:33])[F:32])=[CH:29][C:9]3[NH:10][C:11](=[O:28])[CH2:12][C:13]([C:15]4[CH:20]=[CH:19][CH:18]=[C:17]([N:21]5[C:25]([CH2:26]O)=[CH:24][N:23]=[N:22]5)[CH:16]=4)=[N:14][C:8]=3[CH:7]=2)[CH2:3][CH2:2]1.O=S(Cl)Cl.[CH:40]1([NH2:43])[CH2:42][CH2:41]1>>[CH:40]1([NH:43][CH2:26][C:25]2[N:21]([C:17]3[CH:16]=[C:15]([C:13]4[CH2:12][C:11](=[O:28])[NH:10][C:9]5[CH:29]=[C:30]([C:31]([F:33])([F:34])[F:32])[C:6]([N:5]([CH2:4][CH:1]6[CH2:2][CH2:3]6)[CH3:35])=[CH:7][C:8]=5[N:14]=4)[CH:20]=[CH:19][CH:18]=3)[N:22]=[N:23][CH:24]=2)[CH2:42][CH2:41]1. Procedure details: The title compound was prepared from 7-(cyclopropylmethyl-methyl-amino)-4-[3-(5-hydroxymethyl-[1,2,3]triazol-1-yl)-phenyl]-8-trifluoromethyl-1,3-dihydro-benzo[b][1,4]diazepin-2-one (Example 78) (145 mg, 0.3 mmol) by treatment with SOCl2 (3 eq.) and cyclopropyl amine (10 eq.) as described in Example 45. Obtained as a yellow solid (97 mg). Reactants: O=C([O-])[O-], CCOP(=O)(CC)COS(C)(=O)=O, CS(C)=O, Nc1cc(O)c(Cl)cc1F, [K+], [K+]. The product is CCOP(=O)(CC)COc1cc(N)c(F)cc1Cl. RXN SMILES: [C:11](=[O:12])([O-:13])[O-:14].[CH2:17]([CH3:18])[P:19]([O:20][CH2:21][CH3:22])(=[O:23])[CH2:24][O:25][S:26]([CH3:27])(=[O:28])=[O:29].[CH3:30][S:31]([CH3:32])=[O:33].[Cl:1][c:2]1[c:3]([OH:10])[cH:4][c:5]([NH2:9])[c:6]([F:8])[cH:7]1.[K+:15].[K+:16]>>[Cl:1][c:2]1[c:3]([O:10][CH2:24][P:19]([CH2:17][CH3:18])([O:20][CH2:21][CH3:22])=[O:23])[cH:4][c:5]([NH2:9])[c:6]([F:8])[cH:7]1. Starting materials: ClC(Cl)Cl, O=S(Cl)Cl, CC(C(=O)O)c1ccsc1. Product: [Cl-], CC(C(=O)O)c1ccsc1. Reaction SMILES: [CH:15]([Cl:16])([Cl:17])[Cl:18].[S:11]([Cl:12])([Cl:13])=[O:14].[s:1]1[cH:2][c:3]([CH:6]([C:7](=[O:8])[OH:9])[CH3:10])[cH:4][cH:5]1>>[Cl-:13].[s:1]1[cH:2][c:3]([CH:6]([C:7](=[O:8])[OH:9])[CH3:10])[cH:4][cH:5]1. Reported procedure: 6.16 g (37.5 mmoles) of 5-methyl-benzimidazoline-2-thione, 9 g (45 mmoles) of 2-(diisopropylamino)-ethylchloride hydrochloride and 3.52 g (41.9 mmoles) of sodium hydrogencarbonate are refluxed in 60 ml of ethanol for 6 hours. After the filtration of the salt and concentration of the filtrate the residue is extracted with dichloromethane and aqueous sodium hydroxide solution as described in Example 2. The aqueous phase is further extracted with dichloromethane, the combined organic phases are con... The solvent is C(C)O (ethanol). Starting materials: CC1=CC2=C(NC(N2)=S)C=C1 (5-methyl-benzimidazoline-2-thione), Cl.C(C)(C)N(CCCl)C(C)C (2-(diisopropylamino)-ethylchloride hydrochloride), C(O)([O-])=O.[Na+] (sodium hydrogencarbonate). Product: C(C)(C)N(CCSC=1NC2=C(N1)C=CC(=C2)C)C(C)C (2-(2-Diisopropylamino-ethylthio)-5-methyl-benzimidazole). Reaction SMILES: [CH3:1][C:2]1[CH:11]=[CH:10][C:5]2[NH:6][C:7](=[S:9])[NH:8][C:4]=2[CH:3]=1.Cl.[CH:13]([N:16]([CH:20]([CH3:22])[CH3:21])[CH2:17][CH2:18]Cl)([CH3:15])[CH3:14].C(=O)([O-])O.[Na+]>C(O)C>[CH:13]([N:16]([CH:20]([CH3:22])[CH3:21])[CH2:17][CH2:18][S:9][C:7]1[NH:8][C:4]2[CH:3]=[C:2]([CH3:1])[CH:11]=[CH:10][C:5]=2[N:6]=1)([CH3:15])[CH3:14] |f:1.2,3.4|. Reactants: ClC=1C(=NC=CC1C1=NC(=CC=C1C)NC(=O)C1(CC1)C1=CC2=C(OC(O2)(F)F)C=C1)OC (N-(3′-chloro-2′-methoxy-3-methyl-2,4′-bipyridin-6-yl)-1-(2,2-difluorobenzo[d][1,3]dioxol-5-yl)cyclopropanecarboxamide), I[Si](C)(C)C (iodotrimethylsilane). Run in C(Cl)(Cl)Cl (chloroform). Reaction conditions: time 6 hour. Product: ClC=1C(NC=CC1C1=C(C=CC(=N1)NC(=O)C1(CC1)C1=CC2=C(OC(O2)(F)F)C=C1)C)=O (N-(6-(3-chloro-2-oxo-1,2-dihydropyridin-4-yl)-5-methylpyridin-2-yl)-1-(2,2-difluorobenzo[d][1,3]dioxol-5-yl)cyclopropanecarboxamide). Reaction SMILES: [Cl:1][C:2]1[C:3]([O:32]C)=[N:4][CH:5]=[CH:6][C:7]=1[C:8]1[C:13]([CH3:14])=[CH:12][CH:11]=[C:10]([NH:15][C:16]([C:18]2([C:21]3[CH:31]=[CH:30][C:24]4[O:25][C:26]([F:29])([F:28])[O:27][C:23]=4[CH:22]=3)[CH2:20][CH2:19]2)=[O:17])[N:9]=1.I[Si](C)(C)C>C(Cl)(Cl)Cl>[Cl:1][C:2]1[C:3](=[O:32])[NH:4][CH:5]=[CH:6][C:7]=1[C:8]1[N:9]=[C:10]([NH:15][C:16]([C:18]2([C:21]3[CH:31]=[CH:30][C:24]4[O:25][C:26]([F:28])([F:29])[O:27][C:23]=4[CH:22]=3)[CH2:20][CH2:19]2)=[O:17])[CH:11]=[CH:12][C:13]=1[CH3:14]. Reported procedure: To N-(3′-chloro-2′-methoxy-3-methyl-2,4′-bipyridin-6-yl)-1-(2,2-difluorobenzo[d][1,3]dioxol-5-yl)cyclopropanecarboxamide (71 mg, 0.15 mmol) in chloroform (2 mL) was added iodotrimethylsilane (90 mg, 0.45 mmol). The reaction mixture was stirred at room temperature for six hours. The reaction mixture was evaporated to dryness and purified by reverse phase preparative liquid chromatography to yield the product as a trifluoroacetic acid salt. The salt was dissolved in dichloromethane (5 mL) and wash... The reactants are BrC=1C(=NC=CC1)CC#N ((3-bromopyridin-2-yl)acetonitrile), ClCCN(C(OC(C)(C)C)=O)CCCl (tert-butyl bis(2-chloroethyl)carbamate), [H-].[Na+] (sodium hydride). Run in ClCCl (dichloromethane), CS(=O)C (DMSO). Run at temperature 18 celsius, time 18 hour. Yields the product BrC=1C(=NC=CC1)C1(CCN(CC1)C(=O)OC(C)(C)C)C#N (tert-butyl 4-(3-bromopyridin-2-yl)-4-cyanopiperidine-1-carboxylate). Reaction SMILES: [Br:1][C:2]1[C:3]([CH2:8][C:9]#[N:10])=[N:4][CH:5]=[CH:6][CH:7]=1.Cl[CH2:12][CH2:13][N:14]([CH2:22][CH2:23]Cl)[C:15](=[O:21])[O:16][C:17]([CH3:20])([CH3:19])[CH3:18].[H-].[Na+]>CS(C)=O.ClCCl>[Br:1][C:2]1[C:3]([C:8]2([C:9]#[N:10])[CH2:23][CH2:22][N:14]([C:15]([O:16][C:17]([CH3:19])([CH3:18])[CH3:20])=[O:21])[CH2:13][CH2:12]2)=[N:4][CH:5]=[CH:6][CH:7]=1 |f:2.3|. Procedure details: The (3-bromopyridin-2-yl)acetonitrile (2.00 g, 10.2 mmol) and tert-butyl bis(2-chloroethyl)carbamate (2.46 g, 10.2 mmol) were dissolved in 102 mL of DMSO. The reaction was purged with a stream of nitrogen and cooled to 18° C. To this reaction was added sodium hydride (0.564 g, 22.3 mmol), which was then warmed to 50° C. and stirred for 18 hours. The mixture was diluted with dichloromethane (150 mL), washed with water (3×150 mL), and partitioned between water and dichloromethane. The organic laye...